From a dataset of the Open Reaction Database (ORD), a public repository of structured organic reaction records. describe an organic reaction: reactants, conditions, products, and yield Starting materials: C1CCOC1, CCN(C(C)C)C(C)C, Cl, NC1CC(n2cnc3c(NCC(c4ccccc4)c4ccccc4)nc(Cl)nc32)C(O)C1O, O=C(Cl)Cc1ccccc1. The product is O=C(Cc1ccccc1)NC1CC(n2cnc3c(NCC(c4ccccc4)c4ccccc4)nc(Cl)nc32)C(O)C1O. As a reaction SMILES: [CH2:54]1[O:55][CH2:56][CH2:57][CH2:58]1.[CH:35]([N:36]([CH:37]([CH3:38])[CH3:39])[CH2:40][CH3:41])([CH3:42])[CH3:43].[ClH:1].[NH2:2][CH:3]1[CH:4]([OH:34])[CH:5]([OH:33])[CH:6]([n:8]2[c:9]3[n:10][c:11]([Cl:32])[n:12][c:13]([NH:17][CH2:18][CH:19]([c:20]4[cH:21][cH:22][cH:23][cH:24][cH:25]4)[c:26]4[cH:27][cH:28][cH:29][cH:30][cH:31]4)[c:14]3[n:15][cH:16]2)[CH2:7]1.[c:44]1([CH2:50][C:51](=[O:52])[Cl:53])[cH:45][cH:46][cH:47][cH:48][cH:49]1>>[NH:2]([CH:3]1[CH:4]([OH:34])[CH:5]([OH:33])[CH:6]([n:8]2[c:9]3[n:10][c:11]([Cl:32])[n:12][c:13]([NH:17][CH2:18][CH:19]([c:20]4[cH:21][cH:22][cH:23][cH:24][cH:25]4)[c:26]4[cH:27][cH:28][cH:29][cH:30][cH:31]4)[c:14]3[n:15][cH:16]2)[CH2:7]1)[C:51]([CH2:50][c:44]1[cH:45][cH:46][cH:47][cH:48][cH:49]1)=[O:52]. Reactants: ClC1=C(C=C(C=C1)C=1SC(=C(N1)C)C(=O)OCC)[N+](=O)[O-] (ethyl 2-(4-chloro-3-nitrophenyl)-4-methyl-5-thiazolecarboxylate), CC=1N=C(SC1C(=O)OCC)C1=CC(=C(C=C1)N1CCN(CC1)C)[N+](=O)[O-] (ethyl 4-methyl-2-(4-(4-methylpiperazinyl)-3-nitrophenyl)-5-thiazolecarboxylate). Run in CN1CCNCC1 (1-methylpiperazine). Product: CC=1N=C(SC1C(=O)O)C1=CC(=C(C=C1)N1CCN(CC1)C)[N+](=O)[O-] (4-methyl-2-(4-(4-methylpiperazinyl)-3-nitrophenyl)-5-thiazolecarboxylic acid). The yield is 58.0%. As a reaction SMILES: ClC1C=CC(C2SC(C(OCC)=O)=C(C)N=2)=CC=1[N+]([O-])=O.[CH3:22][C:23]1[N:24]=[C:25]([C:33]2[CH:38]=[CH:37][C:36]([N:39]3[CH2:44][CH2:43][N:42]([CH3:45])[CH2:41][CH2:40]3)=[C:35]([N+:46]([O-:48])=[O:47])[CH:34]=2)[S:26][C:27]=1[C:28]([O:30]CC)=[O:29]>CN1CCNCC1>[CH3:22][C:23]1[N:24]=[C:25]([C:33]2[CH:38]=[CH:37][C:36]([N:39]3[CH2:40][CH2:41][N:42]([CH3:45])[CH2:43][CH2:44]3)=[C:35]([N+:46]([O-:48])=[O:47])[CH:34]=2)[S:26][C:27]=1[C:28]([OH:30])=[O:29]. Reported procedure: As described in Example 37, ethyl 2-(4-chloro-3-nitrophenyl)-4-methyl-5-thiazolecarboxylate was reacted in 1-methylpiperazine, and the resulting ethyl 4-methyl-2-(4-(4-methylpiperazinyl)-3-nitrophenyl)-5-thiazolecarboxylate was hydrolyzed by a conventional process to give 4-methyl-2-(4-(4-methylpiperazinyl)-3-nitrophenyl)-5-thiazolecarboxylic acid (yield: 58%). The reactants are NaNO2—, N#N (N2), C(C)OC(=O)C1=NC(=CN=C1N)C (3-amino-6-methyl-pyrazine-2-carboxylic acid ethyl ester), Br (hydrobromic acid), C(=O)([O-])[O-].[Na+].[Na+] (Na2CO3), ice water. The solvent is O (water), O (water). Run at temperature 5 celsius, time 1 hour. Yields the product C(C)OC(=O)C1=NC(=CN=C1Br)C (3-Bromo-6-methyl-pyrazine-2-carboxylic acid ethyl ester), liquid. Isolated yield 20.0%. Reaction SMILES: [CH2:1]([O:3][C:4]([C:6]1[C:11](N)=[N:10][CH:9]=[C:8]([CH3:13])[N:7]=1)=[O:5])[CH3:2].[BrH:14].N#N.C([O-])([O-])=O.[Na+].[Na+]>O>[CH2:1]([O:3][C:4]([C:6]1[C:11]([Br:14])=[N:10][CH:9]=[C:8]([CH3:13])[N:7]=1)=[O:5])[CH3:2] |f:3.4.5|. Procedure details: A mixture of 3-amino-6-methyl-pyrazine-2-carboxylic acid ethyl ester (Example C) (2.0 g, 11 mmol), 4 mL water and 3.7 mL (33.1 mmol) hydrobromic acid 48% was cooled to 5° C. 2.5M NaNO2— solution in water (5.3 mL, 13.2 mmol) was added drop wise at 5° C. (N2-evolution!). The reaction mixture was stirred for 1 hr and poured then into ice-water. The reaction mixture was neutralized with Na2CO3 and extracted two times with ethyl acetate (200 mL each). The combined organic extracts were dried with sod... Procedure details: N-(1-chloroethylidene)-2-ethylbenzenamine (HS Imine I) (1.82 g, 10 mmol) was dissolved in 50 mL of toluene. 2-ethylaniline (1.24 mL, 10 mmol) was added dropwise at room temperature, resulting in a light pink solution, which was refluxed overnight. Toluene was removed under vacuum. Sodium hydroxide (100 mL of 0.10 M solution, 10 mmol) was added and the solution was stirred for 1 hour. The solid that deposited was extracted into 150 mL of diethylether. The ether layer was dried with MgSO4, filtere... Run at time 1 hour. As a reaction SMILES: Cl[C:2](=[N:4][C:5]1[CH:10]=[CH:9][CH:8]=[CH:7][C:6]=1[CH2:11][CH3:12])[CH3:3].[CH2:13]([C:15]1[CH:21]=[CH:20][CH:19]=[CH:18][C:16]=1[NH2:17])[CH3:14].[OH-].[Na+]>C1(C)C=CC=CC=1>[CH2:11]([C:6]1[CH:7]=[CH:8][CH:9]=[CH:10][C:5]=1[NH:4][C:2](=[N:17][C:16]1[CH:18]=[CH:19][CH:20]=[CH:21][C:15]=1[CH2:13][CH3:14])[CH3:3])[CH3:12] |f:2.3|. The reactants are C(C)C1=C(N)C=CC=C1 (2-ethylaniline), ClC(C)=NC1=C(C=CC=C1)CC (N-(1-chloroethylidene)-2-ethylbenzenamine), [OH-].[Na+] (Sodium hydroxide). The solvent is C1(=CC=CC=C1)C (toluene). The product is C(C)C1=C(C=CC=C1)NC(C)=NC1=C(C=CC=C1)CC (N-(2-ethylphenyl)-N2-(2-ethylphenyl)acetamidine). Isolated yield 82.6%. The product is ClC1=C(C(=NC=C1)CBr)OC (4-Chloro-3-methoxy-2-bromomethyl-pyridine). RXN SMILES: [Cl:1][C:2]1[CH:7]=[CH:6][N:5]=[C:4]([CH3:8])[C:3]=1[O:9][CH3:10].[Br:11]N1C(=O)CCC1=O.C(OOC(=O)C1C=CC=CC=1)(=O)C1C=CC=CC=1>C(Cl)(Cl)(Cl)Cl>[Cl:1][C:2]1[CH:7]=[CH:6][N:5]=[C:4]([CH2:8][Br:11])[C:3]=1[O:9][CH3:10]. Procedure: 4-Chloro-3-methoxy-2-methyl-pyridine (6.12 g) is dissolved in carbon tetrachloride (80 ml) then N-bromo-succinimide (7.12 g) and benzoyl peroxide (1 g) are added. The reaction mixture is refluxed under UV irradiation for 1.5 hour. The solid is filtered after cooling and the solvent evaporated. The desired product is purified by chromatography on silica gel. Starting materials: BrN1C(CCC1=O)=O (N-bromo-succinimide), C(C1=CC=CC=C1)(=O)OOC(C1=CC=CC=C1)=O (benzoyl peroxide), ClC1=C(C(=NC=C1)C)OC (4-Chloro-3-methoxy-2-methyl-pyridine). Run in C(Cl)(Cl)(Cl)Cl (carbon tetrachloride). Reactants: CC(C)(C)OC(=O)N1CCC2(CC1)C(=O)N(Cc1ccccc1)CN2c1ccccc1, CCOC(C)=O, Cl. Product: O=C1N(Cc2ccccc2)CN(c2ccccc2)C12CCNCC2. As a reaction SMILES: [C:1]([O:2][C:3](=[O:4])[N:8]1[CH2:9][CH2:10][C:11]2([C:12](=[O:29])[N:13]([CH2:22][c:23]3[cH:24][cH:25][cH:26][cH:27][cH:28]3)[CH2:14][N:15]2[c:16]2[cH:17][cH:18][cH:19][cH:20][cH:21]2)[CH2:30][CH2:31]1)([CH3:5])([CH3:6])[CH3:7].[CH3:33][CH2:34][O:35][C:36](=[O:37])[CH3:38].[ClH:32]>>[NH:8]1[CH2:9][CH2:10][C:11]2([C:12](=[O:29])[N:13]([CH2:22][c:23]3[cH:24][cH:25][cH:26][cH:27][cH:28]3)[CH2:14][N:15]2[c:16]2[cH:17][cH:18][cH:19][cH:20][cH:21]2)[CH2:30][CH2:31]1.